Dataset: the Open Reaction Database (ORD), a public repository of structured organic reaction records. Task: describe an organic reaction: reactants, conditions, products, and yield Starting materials: 4.5, S(=O)(=O)(O)C1=CC=C(C)C=C1.CN(C(=O)C=1NC2=C(C=C(C=C2C1)NC(=N)N)C)C (5-Guanidino-7-methyl-1H-indole-2-carboxylic acid dimethylamide tosylate), C[O-].[Na+] (sodium methylate). The solvent is CO (methanol). Conditions: temperature 140 celsius, time 60 minute. Yields the product CN(C(=O)C=1NC2=C(C=C(C=C2C1)NC1=NC=CC(=N1)C=1N=CN(C1C)C)C)C (5-[4-(1,5-Dimethyl-1H-imidazol-4-yl)-pyrimidin-2-ylamino]-7-methyl-1H-indole-2-carboxylic acid dimethylamide). Reaction SMILES: S([C:5]1[CH:11]=[CH:10][C:8](C)=[CH:7][CH:6]=1)(O)(=O)=O.[CH3:12][N:13]([CH3:30])[C:14]([C:16]1[NH:17][C:18]2[C:23]([CH:24]=1)=[CH:22][C:21]([NH:25][C:26]([NH2:28])=[NH:27])=[CH:20][C:19]=2[CH3:29])=[O:15].C[O-].[Na+]>CO>[CH3:12][N:13]([CH3:30])[C:14]([C:16]1[NH:17][C:18]2[C:23]([CH:24]=1)=[CH:22][C:21]([NH:25][C:26]1[N:28]=[C:7]([C:8]3[N:27]=[CH:26][N:25]([CH3:21])[C:10]=3[CH3:11])[CH:6]=[CH:5][N:27]=1)=[CH:20][C:19]=2[CH3:29])=[O:15] |f:0.1,2.3|. Reported procedure: A mixture of 42.5 mg 4.5, 80.0 mg 7.7 and 10.8 mg sodium methylate in 2 ml methanol was stirred at 140° C. for 60 min under microwave irradiation. The resulting mixture was purified by preparative HPLC. The combined product fractions were evaporated. The residue was dissolved in acetonitrile/water 1/1 and lyophilized to obtain the Example 1. Product: C(C)(C)(C)OC(N[C@H]1CN(CC1)CC=1C=NC=C(C1)C=1N(C2=CC(=CC=C2C1C#N)Cl)C)=O ({(R)-1-[5-(6-chloro-3-cyano-1-methyl-1H-indol-2-yl)-pyridin-3-ylmethyl]-pyrrolidin-3-yl}-carbamic acid tert-butyl ester). Reaction SMILES: [Cl:1][C:2]1[CH:10]=[C:9]2[C:5]([C:6]([C:20]#[N:21])=[C:7]([C:12]3[CH:13]=[N:14][CH:15]=[C:16]([CH:18]=O)[CH:17]=3)[N:8]2[CH3:11])=[CH:4][CH:3]=1.[C:22]([O:26][C:27](=[O:34])[NH:28][C@@H:29]1[CH2:33][CH2:32][NH:31][CH2:30]1)([CH3:25])([CH3:24])[CH3:23]>>[C:22]([O:26][C:27](=[O:34])[NH:28][C@@H:29]1[CH2:33][CH2:32][N:31]([CH2:18][C:16]2[CH:15]=[N:14][CH:13]=[C:12]([C:7]3[N:8]([CH3:11])[C:9]4[C:5]([C:6]=3[C:20]#[N:21])=[CH:4][CH:3]=[C:2]([Cl:1])[CH:10]=4)[CH:17]=2)[CH2:30]1)([CH3:25])([CH3:23])[CH3:24]. Starting materials: ClC1=CC=C2C(=C(N(C2=C1)C)C=1C=NC=C(C1)C=O)C#N (6-chloro-2-(5-formyl-pyridin-3-yl)-1-methyl-1H-indole-3-carbonitrile), C(C)(C)(C)OC(N[C@H]1CNCC1)=O ((R)-pyrrolidin-3-yl-carbamic acid tert-butyl ester). Reported procedure: 6-Chloro-2-(5-formyl-pyridin-3-yl)-1-methyl-1H-indole-3-carbonitrile (Example 126) and (R)-pyrrolidin-3-yl-carbamic acid tert-butyl ester are processed according to the method described in Example 170 to give {(R)-1-[5-(6-chloro-3-cyano-1-methyl-1H-indol-2-yl)-pyridin-3-ylmethyl]-pyrrolidin-3-yl}-carbamic acid tert-butyl ester. MS (ESI) m/z 466.17 (M+H)+. Reactants: 3-methyl, NC1=CC=CC=C1 (aniline), CC(C(=O)OCC)C(=O)C (ethyl 2-methylacetoacetate), 2-formyl-3-substituted-4-(hydroxy or acyloxy) quinoline, ( II ). Yields the product N(C1=CC=CC=C1)\C(=C(/C(=O)O)\C)\C (3-anilino-2-methylcrotonic acid). RXN SMILES: [NH2:1][C:2]1[CH:7]=[CH:6][CH:5]=[CH:4][CH:3]=1.[CH3:8][CH:9]([C:15]([CH3:17])=O)[C:10]([O:12]CC)=[O:11]>>[NH:1](/[C:15](/[CH3:17])=[C:9](/[CH3:8])\[C:10]([OH:12])=[O:11])[C:2]1[CH:7]=[CH:6][CH:5]=[CH:4][CH:3]=1. Reported procedure: In the process of the invention, the 3-methyl substituted compound among the starting 2-formyl-3-substituted-4-(hydroxy or acyloxy) quinoline derivatives represented by the general formula (II) can be prepared by subjecting aniline to dehydration condensation with ethyl 2-methylacetoacetate to form a 3-anilino-2-methylcrotonic acid derivative, followed by intramolecular cyclization by heating to high temperature of, preferably, 200° to 250° C. to obtain 2, 3-dimethyl-4-quinoline. Moreover, this ... Reactants: C=CC(=O)OC(C)(C)C, CN(C)C=O, O=S(=O)(Cc1cc(F)ccc1F)c1ccc(Cl)cc1. Product: CC(C)(C)OC(=O)CCC(c1cc(F)ccc1F)S(=O)(=O)c1ccc(Cl)cc1. RXN SMILES: [C:20]([CH:21]=[CH2:22])(=[O:23])[O:24][C:25]([CH3:26])([CH3:27])[CH3:28].[CH3:29][N:30]([CH3:31])[CH:32]=[O:33].[Cl:1][c:2]1[cH:3][cH:4][c:5]([S:8](=[O:9])(=[O:10])[CH2:11][c:12]2[c:13]([F:19])[cH:14][cH:15][c:16]([F:18])[cH:17]2)[cH:6][cH:7]1>>[Cl:1][c:2]1[cH:3][cH:4][c:5]([S:8](=[O:9])(=[O:10])[CH:11]([c:12]2[c:13]([F:19])[cH:14][cH:15][c:16]([F:18])[cH:17]2)[CH2:22][CH2:21][C:20](=[O:23])[O:24][C:25]([CH3:26])([CH3:27])[CH3:28])[cH:6][cH:7]1. The reactants are CO, O=C1OC(c2cc(C(F)(F)F)cc(C(F)(F)F)c2)(c2cc(C(F)(F)F)cc(C(F)(F)F)c2)C2CCCN12, [K+], [OH-]. Product: OC(c1cc(C(F)(F)F)cc(C(F)(F)F)c1)(c1cc(C(F)(F)F)cc(C(F)(F)F)c1)C1CCCN1. Reaction SMILES: [CH3:38][OH:39].[F:1][C:2]([c:3]1[cH:4][c:5]([C:13]2([c:22]3[cH:23][c:24]([C:32]([F:33])([F:34])[F:35])[cH:25][c:26]([C:28]([F:29])([F:30])[F:31])[cH:27]3)[CH:14]3[N:15]([C:16](=[O:18])[O:17]2)[CH2:19][CH2:20][CH2:21]3)[cH:6][c:7]([C:9]([F:10])([F:11])[F:12])[cH:8]1)([F:36])[F:37].[K+:41].[OH-:40]>>[F:1][C:2]([c:3]1[cH:4][c:5]([C:13]([CH:14]2[NH:15][CH2:19][CH2:20][CH2:21]2)([OH:17])[c:22]2[cH:23][c:24]([C:32]([F:33])([F:34])[F:35])[cH:25][c:26]([C:28]([F:29])([F:30])[F:31])[cH:27]2)[cH:6][c:7]([C:9]([F:10])([F:11])[F:12])[cH:8]1)([F:36])[F:37]. Starting materials: C(C1=CC=CC=C1)N1CCN(CC1)CCC(=O)NC1=CC=C(C=C1)F (1-Benzyl-4-[2-(4-fluorophenylaminocarbonyl)ethyl]piperazine), [H][H] (hydrogen). Reagents/catalysts: [C].[Pd] (palladium carbon). The solvent is C(C)(=O)O (acetic acid). Product: FC1=CC=C(C=C1)NC(=O)CCN1CCNCC1 ([2-(4-Fluorophenylaminocarbonyl)ethyl]piperazine). The yield is 70.3%. Reaction SMILES: C([N:8]1[CH2:13][CH2:12][N:11]([CH2:14][CH2:15][C:16]([NH:18][C:19]2[CH:24]=[CH:23][C:22]([F:25])=[CH:21][CH:20]=2)=[O:17])[CH2:10][CH2:9]1)C1C=CC=CC=1.[H][H]>C(O)(=O)C.[C].[Pd]>[F:25][C:22]1[CH:23]=[CH:24][C:19]([NH:18][C:16]([CH2:15][CH2:14][N:11]2[CH2:10][CH2:9][NH:8][CH2:13][CH2:12]2)=[O:17])=[CH:20][CH:21]=1 |f:3.4|. Procedure details: 1-Benzyl-4-[2-(4-fluorophenylaminocarbonyl)ethyl]piperazine (2.9 g) was dissolved in acetic acid (100 ml), then 10% palladium carbon (7.2 g) was added thereto, and the mixture was stirred overnight in a hydrogen atmosphere. The 10% palladium carbon was filtered off, and the filtrate was evaporated, and water was added to the residue which was then basified by adding 1 N aqueous sodium hydroxide and subjected to extraction with chloroform, and the organic layer was washed with water, dried, and e... Reactants: ClC(Cl)Cl, [N-]=[N+]=NC1CC(C(=O)N2CCCC2C(=O)NCC2CCCN(CC3CCCCC3)C2)N(C(=O)CC(c2ccccc2)(c2ccccc2)c2ccccc2)C1, C1CCOC1, c1ccc(P(c2ccccc2)c2ccccc2)cc1. Yields the product NC1CC(C(=O)N2CCCC2C(=O)NCC2CCCN(CC3CCCCC3)C2)N(C(=O)CC(c2ccccc2)(c2ccccc2)c2ccccc2)C1. RXN SMILES: [CH:79]([Cl:80])([Cl:81])[Cl:82].[N:1](=[N+:2]=[N-:3])[CH:4]1[CH2:5][CH:6]([C:31](=[O:32])[N:33]2[CH:34]([C:38](=[O:39])[NH:40][CH2:41][CH:42]3[CH2:43][N:44]([CH2:48][CH:49]4[CH2:50][CH2:51][CH2:52][CH2:53][CH2:54]4)[CH2:45][CH2:46][CH2:47]3)[CH2:35][CH2:36][CH2:37]2)[N:7]([C:9]([CH2:10][C:11]([c:12]2[cH:13][cH:14][cH:15][cH:16][cH:17]2)([c:18]2[cH:19][cH:20][cH:21][cH:22][cH:23]2)[c:24]2[cH:25][cH:26][cH:27][cH:28][cH:29]2)=[O:30])[CH2:8]1.[O:74]1[CH2:75][CH2:76][CH2:77][CH2:78]1.[c:55]1([P:56]([c:57]2[cH:58][cH:59][cH:60][cH:61][cH:62]2)[c:63]2[cH:64][cH:65][cH:66][cH:67][cH:68]2)[cH:69][cH:70][cH:71][cH:72][cH:73]1>>[NH2:1][CH:4]1[CH2:5][CH:6]([C:31](=[O:32])[N:33]2[CH:34]([C:38](=[O:39])[NH:40][CH2:41][CH:42]3[CH2:43][N:44]([CH2:48][CH:49]4[CH2:50][CH2:51][CH2:52][CH2:53][CH2:54]4)[CH2:45][CH2:46][CH2:47]3)[CH2:35][CH2:36][CH2:37]2)[N:7]([C:9]([CH2:10][C:11]([c:12]2[cH:13][cH:14][cH:15][cH:16][cH:17]2)([c:18]2[cH:19][cH:20][cH:21][cH:22][cH:23]2)[c:24]2[cH:25][cH:26][cH:27][cH:28][cH:29]2)=[O:30])[CH2:8]1.